Dataset: the Open Reaction Database (ORD), a public repository of structured organic reaction records. Task: describe an organic reaction: reactants, conditions, products, and yield The reactants are C(C1=CC=CC=C1)C1=NOC(=N1)CCC(=O)N/N=C/1\NC(C=2NC(=NC2N1CCCCC)C(F)(F)F)=O (3-(3-benzyl-1,2,4-oxadiazol-5-yl)-N′-[(2E)-6-oxo-3-pentyl-8-(trifluoromethyl)-1,3,6,7-tetrahydro-2H-purin-2-ylidene]propanohydrazide). The solvent is C1(=CC=CC=C1)C (toluene). Product: C(C1=CC=CC=C1)C1=NOC(=N1)CCC1=NN=C2N1C(C=1NC(=NC1N2CCCCC)C(F)(F)F)=O (3-[2-(3-benzyl-1,2,4-oxadiazol-5-yl)ethyl]-9-pentyl-7-(trifluoromethyl)-6,9-dihydro-5H-[1,2,4]triazolo[4,3-a]purin-5-one). The yield is 17.9%. As a reaction SMILES: [CH2:1]([C:8]1[N:12]=[C:11]([CH2:13][CH2:14][C:15]([NH:17]/[N:18]=[C:19]2\[NH:20][C:21](=[O:37])[C:22]3[NH:23][C:24]([C:33]([F:36])([F:35])[F:34])=[N:25][C:26]=3[N:27]\2[CH2:28][CH2:29][CH2:30][CH2:31][CH3:32])=O)[O:10][N:9]=1)[C:2]1[CH:7]=[CH:6][CH:5]=[CH:4][CH:3]=1>C1(C)C=CC=CC=1>[CH2:1]([C:8]1[N:12]=[C:11]([CH2:13][CH2:14][C:15]2[N:20]3[C:21](=[O:37])[C:22]4[NH:23][C:24]([C:33]([F:35])([F:36])[F:34])=[N:25][C:26]=4[N:27]([CH2:28][CH2:29][CH2:30][CH2:31][CH3:32])[C:19]3=[N:18][N:17]=2)[O:10][N:9]=1)[C:2]1[CH:3]=[CH:4][CH:5]=[CH:6][CH:7]=1. Procedure details: The mixture of 3-(3-benzyl-1,2,4-oxadiazol-5-yl)-N′-[(2E)-6-oxo-3-pentyl-8-(trifluoromethyl)-1,3,6,7-tetrahydro-2H-purin-2-ylidene]propanohydrazide (220.1 mg, 0.424 mmole) in toluene (20 ml) was refluxed for 5 hours. After evaporation of solvent, the residue was purified by preparative LCMS to yield the desired product (37.9 mg, 17.8%) as white solid. LCMS calculated for C23H24F3N8O2 (M+H): 501.2. found 501.1. Reactants: CCCCc1nc(C(F)(F)F)c(Cl)cc1C=CC(=O)O, Cl, C#Cc1cc(CN)cc(F)c1NS(C)(=O)=O. Yields the product C#Cc1cc(CNC(=O)C=Cc2cc(Cl)c(C(F)(F)F)nc2CCCC)cc(F)c1NS(C)(=O)=O. Reaction SMILES: [CH2:18]([CH2:19][CH2:20][CH3:21])[c:22]1[n:23][c:24]([C:34]([F:35])([F:36])[F:37])[c:25]([Cl:33])[cH:26][c:27]1[CH:28]=[CH:29][C:30](=[O:31])[OH:32].[ClH:17].[NH2:1][CH2:2][c:3]1[cH:4][c:5]([C:15]#[CH:16])[c:6]([NH:10][S:11](=[O:12])(=[O:13])[CH3:14])[c:7]([F:9])[cH:8]1>>[NH:1]([CH2:2][c:3]1[cH:4][c:5]([C:15]#[CH:16])[c:6]([NH:10][S:11](=[O:12])(=[O:13])[CH3:14])[c:7]([F:9])[cH:8]1)[C:30]([CH:29]=[CH:28][c:27]1[c:22]([CH2:18][CH2:19][CH2:20][CH3:21])[n:23][c:24]([C:34]([F:35])([F:36])[F:37])[c:25]([Cl:33])[cH:26]1)=[O:31]. The reactants are CCn1c(C)cc2ccccc21, ClCCCl, O=C1OC(=O)c2cc([N+](=O)[O-])ccc21. Yields the product CCn1c(C)c(C(=O)c2ccc([N+](=O)[O-])cc2C(=O)O)c2ccccc21. RXN SMILES: [CH2:15]([CH3:16])[n:17]1[c:18]([CH3:26])[cH:19][c:20]2[cH:21][cH:22][cH:23][cH:24][c:25]12.[CH2:27]([Cl:28])[CH2:29][Cl:30].[N+:1](=[O:2])([O-:3])[c:4]1[cH:5][c:6]2[c:7]([cH:13][cH:14]1)[C:8](=[O:9])[O:10][C:11]2=[O:12]>>[N+:1](=[O:2])([O-:3])[c:4]1[cH:5][c:6]([C:11]([OH:10])=[O:12])[c:7]([C:8](=[O:9])[c:19]2[c:18]([CH3:26])[n:17]([CH2:15][CH3:16])[c:25]3[c:20]2[cH:21][cH:22][cH:23][cH:24]3)[cH:13][cH:14]1. The reactants are CCOC(C)=O, CC(C)N1CC2(COc3ccc([N+](=O)[O-])cc3OC2)OC1c1ccccc1, [H][H]. Yields the product CC(C)N1CC2(COc3ccc(N)cc3OC2)OC1c1ccccc1. RXN SMILES: [CH3:30][CH2:31][O:32][C:33](=[O:34])[CH3:35].[CH:1]([CH3:2])([CH3:3])[N:4]1[CH:5]([c:22]2[cH:23][cH:24][cH:25][cH:26][cH:27]2)[O:6][C:7]2([CH2:8]1)[CH2:9][O:10][c:11]1[c:12]([cH:15][cH:16][c:17]([N+:19]([O-:20])=[O:21])[cH:18]1)[O:13][CH2:14]2.[H:28][H:29]>>[CH:1]([CH3:2])([CH3:3])[N:4]1[CH:5]([c:22]2[cH:23][cH:24][cH:25][cH:26][cH:27]2)[O:6][C:7]2([CH2:8]1)[CH2:9][O:10][c:11]1[c:12]([cH:15][cH:16][c:17]([NH2:19])[cH:18]1)[O:13][CH2:14]2. Reactants: CC1(C(CC1=O)=O)C1=CC=CC=C1 (2-methyl-2-phenyl-cyclobutane-1,3-dione), C(C1=CC=CC=C1)=O (benzaldehyde), CC1=CC=C2C(=CNC2=C1)CNC(C)=O (N-(6-methyl-1H-indol-3-ylmethyl)-acetamide). Yields the product OC1=C(C(C1(C1=CC=CC=C1)C)=O)C(C=1NC2=CC(=CC=C2C1CNC(C)=O)C)C1=CC=CC=C1 (N-{2-[(2-hydroxy-3-methyl-4-oxo-3-phenyl-cyclobut-1-enyl)-phenyl-methyl]-6-methyl-1H-indol-3-ylmethyl}-acetamide). As a reaction SMILES: [CH3:1][C:2]1([C:8]2[CH:13]=[CH:12][CH:11]=[CH:10][CH:9]=2)[C:5](=[O:6])[CH2:4][C:3]1=[O:7].[CH:14](=O)[C:15]1[CH:20]=[CH:19][CH:18]=[CH:17][CH:16]=1.[CH3:22][C:23]1[CH:31]=[C:30]2[C:26]([C:27]([CH2:32][NH:33][C:34](=[O:36])[CH3:35])=[CH:28][NH:29]2)=[CH:25][CH:24]=1>>[OH:6][C:5]1[C:2]([CH3:1])([C:8]2[CH:13]=[CH:12][CH:11]=[CH:10][CH:9]=2)[C:3](=[O:7])[C:4]=1[CH:14]([C:15]1[CH:20]=[CH:19][CH:18]=[CH:17][CH:16]=1)[C:28]1[NH:29][C:30]2[C:26]([C:27]=1[CH2:32][NH:33][C:34](=[O:36])[CH3:35])=[CH:25][CH:24]=[C:23]([CH3:22])[CH:31]=2. Reported procedure: Using general procedure C, 2-methyl-2-phenyl-cyclobutane-1,3-dione (Lit. 1) was reacted with benzaldehyde and N-(6-methyl-1H-indol-3-ylmethyl)-acetamide to give N-{2-[(2-hydroxy-3-methyl-4-oxo-3-phenyl-cyclobut-1-enyl)-phenyl-methyl]-6-methyl-1H-indol-3-ylmethyl}-acetamide as a pale red solid. MS: 463.4 ([M−H]−). Reactants: COc1c(C)c2c(c(O)c1CC=C(C)CCC(=O)N1C(=O)OCC1Cc1ccccc1)C(=O)OC2, C[Si](C)(C)[N-][Si](C)(C)C, Cl, CI, [Na+], C1CCOC1. Product: COc1c(C)c2c(c(O)c1CC=C(C)CC(C)C(=O)N1C(=O)OCC1Cc1ccccc1)C(=O)OC2. Reaction SMILES: [CH2:11]([c:12]1[cH:13][cH:14][cH:15][cH:16][cH:17]1)[CH:18]1[N:19]([C:24]([CH2:25][CH2:26][C:27](=[CH:28][CH2:29][c:30]2[c:31]([OH:43])[c:32]3[c:36]([c:37]([CH3:41])[c:38]2[O:39][CH3:40])[CH2:35][O:34][C:33]3=[O:42])[CH3:44])=[O:45])[C:20](=[O:23])[O:21][CH2:22]1.[CH3:1][Si:2]([N-:3][Si:4]([CH3:5])([CH3:6])[CH3:7])([CH3:8])[CH3:9].[ClH:48].[I:46][CH3:47].[Na+:10].[O:49]1[CH2:50][CH2:51][CH2:52][CH2:53]1>>[CH2:11]([c:12]1[cH:13][cH:14][cH:15][cH:16][cH:17]1)[CH:18]1[N:19]([C:24]([CH:25]([CH2:26][C:27](=[CH:28][CH2:29][c:30]2[c:31]([OH:43])[c:32]3[c:36]([c:37]([CH3:41])[c:38]2[O:39][CH3:40])[CH2:35][O:34][C:33]3=[O:42])[CH3:44])[CH3:47])=[O:45])[C:20](=[O:23])[O:21][CH2:22]1.